This data is from the Open Reaction Database (ORD), a public repository of structured organic reaction records. The task is: describe an organic reaction: reactants, conditions, products, and yield The reactants are COc1c(Br)cc(CC(N)C(=O)O)cc1Br, CCOC(C)=O, C1CCCCC1, CO, ClCCl, Cl, N. Product: CNC(Cc1cc(Br)c(OC)c(Br)c1)C(=O)O. As a reaction SMILES: [Br:2][c:3]1[cH:4][c:5]([CH2:6][CH:7]([NH2:8])[C:9](=[O:10])[OH:11])[cH:12][c:13]([Br:17])[c:14]1[O:15][CH3:16].[C:27]([O:28][CH2:29][CH3:30])(=[O:31])[CH3:32].[CH2:21]1[CH2:22][CH2:23][CH2:24][CH2:25][CH2:26]1.[CH3:18][OH:19].[Cl:33][CH2:34][Cl:35].[ClH:1].[NH3:20]>>[Br:2][c:3]1[cH:4][c:5]([CH2:6][CH:7]([NH:8][CH3:18])[C:9](=[O:10])[OH:11])[cH:12][c:13]([Br:17])[c:14]1[O:15][CH3:16]. Reactants: C(C1=CC=CC=C1)OC=1C(=NN2C1C(N(CC2C=2SC=C(N2)C)C)=O)C(=O)OCC (Ethyl 3-benzyloxy-5-methyl-7-(4-methyl-1,3-thiazol-2-yl)-4-oxo-4,5,6,7-tetrahydropyrazolo[1,5-a]pyrazine-2-carboxylate), solution, Br (HBr). The solvent is CC(=O)O (AcOH). Conditions: time 2 hour. The product is OC=1C(=NN2C1C(N(CC2C=2SC=C(N2)C)C)=O)C(=O)OCC (Ethyl 3-hydroxy-5-methyl-7-(4-methyl-1,3-thiazol-2-yl)-4-oxo-4,5,6,7-tetrahydropyrazolo[1,5-a]pyrazine-2-carboxylate). RXN SMILES: C([O:8][C:9]1[C:10]([C:26]([O:28][CH2:29][CH3:30])=[O:27])=[N:11][N:12]2[CH:17]([C:18]3[S:19][CH:20]=[C:21]([CH3:23])[N:22]=3)[CH2:16][N:15]([CH3:24])[C:14](=[O:25])[C:13]=12)C1C=CC=CC=1.Br>CC(O)=O>[OH:8][C:9]1[C:10]([C:26]([O:28][CH2:29][CH3:30])=[O:27])=[N:11][N:12]2[CH:17]([C:18]3[S:19][CH:20]=[C:21]([CH3:23])[N:22]=3)[CH2:16][N:15]([CH3:24])[C:14](=[O:25])[C:13]=12. Procedure: Ethyl 3-benzyloxy-5-methyl-7-(4-methyl-1,3-thiazol-2-yl)-4-oxo-4,5,6,7-tetrahydropyrazolo[1,5-a]pyrazine-2-carboxylate (76 mg, 0.178 mmol) was treated with a 5% solution of HBr in AcOH, and the reaction was stirred for 2 hours at room temperature. The solvent was removed in vacuo and the residue azeotroped twice with MeOH to afford the title product as a bright orange solid. ES MS (M+H)=337. Starting materials: NC=1SC=C(N1)C(C(=O)O)=NOCCO (2-(2-aminothiazol-4-yl)-2-(2-hydroxyethoxyimino)acetic acid), C(C)(C)OC(C)C (Diisopropyl ether), resultant solution, C(C)(=O)OC(C)=O (acetic anhydride). Solvent: C(=O)O (formic acid). Reaction conditions: time 3 hour. Product: C(=O)NC=1SC=C(N1)C(C(=O)O)=NOCCOC=O (2-(2-formamidothiazol-4-yl)-2-(2-formyloxyethoxyimino)acetic acid). As a reaction SMILES: [C:1]([O:4][C:5](=O)[CH3:6])(=[O:3])C.[NH2:8][C:9]1[S:10][CH:11]=[C:12]([C:14](=[N:18][O:19]CCO)[C:15]([OH:17])=[O:16])[N:13]=1.[CH:23]([O:26]C(C)C)(C)C>C(O)=O>[CH:23]([NH:8][C:9]1[S:10][CH:11]=[C:12]([C:14](=[N:18][O:19][CH2:6][CH2:5][O:4][CH:1]=[O:3])[C:15]([OH:17])=[O:16])[N:13]=1)=[O:26]. Procedure details: A solution of formic acid (1.6 g.) and acetic anhydride (3.6 g.) was stirred at 50° C. for an hour. After cooling, 2-(2-aminothiazol-4-yl)-2-(2-hydroxyethoxyimino)acetic acid (syn isomer, 1 g.) was added to the solution and stirred at room temperature for 3 hours. Diisopropyl ether was added to the resultant solution, and the precipitates were filtered out. The filtrate was concentrated in vacuo, and the residue was pulverized with diisopropyl ether. The precipitates were collected by filtration... Starting materials: C(=O)([O-])[O-].[K+].[K+] (K2CO3), FC(C1=CC=C(CN2N=C3N(N=CC(=C3C3=CC=C(C=C3)Cl)Cl)C2=O)C=C1)(F)F (2-(4-(trifluoromethyl)benzyl)-8-(4-chlorophenyl)-7-chloro-[1,2,4]triazolo[4,3-b]pyridazin-3(2H)-one), C1(=CC=CC=C1)O (phenol). Run in CN(C)C=O (DMF), [OH-].[Na+] (NaOH). Conditions: time 16 hour. Yields the product FC(C1=CC=C(CN2N=C3N(N=CC(=C3C3=CC=C(C=C3)Cl)OC3=CC=CC=C3)C2=O)C=C1)(F)F (2-(4-(Trifluoromethyl)benzyl)-8-(4-chlorophenyl)-7-phenoxy-[1,2,4]triazolo[4,3-b]pyridazin-3(2H)-one), ClC1=CC=C(C=C1)C=1C=2N(N=CC1OC1=CC=CC=C1)C(NN2)=O (8-(4-chlorophenyl)-7-phenoxy-[1,2,4]triazolo[4,3-b]pyridazin-3(2H)-one). Isolated yield 181.7%. As a reaction SMILES: [F:1][C:2]([F:29])([F:28])[C:3]1[CH:27]=[CH:26][C:6]([CH2:7][N:8]2[C:24](=[O:25])[N:11]3[N:12]=[CH:13][C:14](Cl)=[C:15]([C:16]4[CH:21]=[CH:20][C:19]([Cl:22])=[CH:18][CH:17]=4)[C:10]3=[N:9]2)=[CH:5][CH:4]=1.[C:30]1([OH:36])[CH:35]=[CH:34][CH:33]=[CH:32][CH:31]=1.C([O-])([O-])=O.[K+].[K+]>CN(C=O)C.[OH-].[Na+]>[F:1][C:2]([F:28])([F:29])[C:3]1[CH:4]=[CH:5][C:6]([CH2:7][N:8]2[C:24](=[O:25])[N:11]3[N:12]=[CH:13][C:14]([O:36][C:30]4[CH:35]=[CH:34][CH:33]=[CH:32][CH:31]=4)=[C:15]([C:16]4[CH:21]=[CH:20][C:19]([Cl:22])=[CH:18][CH:17]=4)[C:10]3=[N:9]2)=[CH:26][CH:27]=1.[Cl:22][C:19]1[CH:18]=[CH:17][C:16]([C:15]2[C:10]3[N:11]([C:24](=[O:25])[NH:8][N:9]=3)[N:12]=[CH:13][C:14]=2[O:36][C:30]2[CH:35]=[CH:34][CH:33]=[CH:32][CH:31]=2)=[CH:21][CH:20]=1 |f:2.3.4,6.7|. Procedure: To a solution of 2-(4-(trifluoromethyl)benzyl)-8-(4-chlorophenyl)-7-chloro-[1,2,4]triazolo[4,3-b]pyridazin-3(2H)-one (17 mg, 0.039 mmol), prepared as described in Example 274 in DMF (0.5 mL) was added phenol (7.2 mg, 0.077 mmol), followed by K2CO3 (11 mg, 0.077 mmol). The reaction mixture was stirred at RT for 16 h, and then diluted with 1M aqueous NaOH (3 mL). A yellow precipitate was formed. The solid was collected by filtration and washed thoroughly with H2O. The crude product was purified by... The reactants are C(CCCCCCCCC)N (decylamine), C1C(O1)CO (glycidol). Run in CO (methanol), CO (methanol). Product: C(CCCCCCCCC)NCC(CO)O (3-Decylamino-1,2-Propanediol). Yield: 100.0%. Reaction SMILES: [CH2:1]([NH2:11])[CH2:2][CH2:3][CH2:4][CH2:5][CH2:6][CH2:7][CH2:8][CH2:9][CH3:10].[CH2:12]1[O:14][CH:13]1[CH2:15][OH:16]>CO>[CH2:1]([NH:11][CH2:12][CH:13]([OH:14])[CH2:15][OH:16])[CH2:2][CH2:3][CH2:4][CH2:5][CH2:6][CH2:7][CH2:8][CH2:9][CH3:10]. Reported procedure: The procedures of Ulsperger et al., J. Prakt. Chemie, Vol. 27, pp. 195-212 (1965), the disclosures of which are hereby incorporated herein by reference in their entirety, were substantially followed. Specifically, 15.8 g decylamine (0.1M) and 7.4 g glycidol (0.1M) were mixed in 250 ml methanol at 60°-80° C. and refluxed for 10 hours. The methanol was rotary evaporatated. The product was a semisolid, 23.2 g (yield 100%). After recrystallization with hexane, pure white solid DDP, m.p. 65°-67° C. (... Reactants: O=[Ag-], CO, COc1ncnc(NN)c1[N+](=O)[O-]. The product is COc1ncncc1[N+](=O)[O-]. Reaction SMILES: [Ag-:16]=[O:17].[CH3:14][OH:15].[NH:1]([NH2:2])[c:3]1[n:4][cH:5][n:6][c:7]([O:12][CH3:13])[c:8]1[N+:9](=[O:10])[O-:11]>>[cH:3]1[n:4][cH:5][n:6][c:7]([O:12][CH3:13])[c:8]1[N+:9](=[O:10])[O-:11]. Yields the product COC(=O)C1OC1c1ccccc1. RXN SMILES: [C:16](=[O:17])([O-:18])[O-:19].[CH3:22][CH2:23][O:24][C:25](=[O:26])[CH3:27].[Cl:1][CH:2]([C:3](=[O:4])[O:5][CH3:6])[CH:7]([c:8]1[cH:9][cH:10][cH:11][cH:12][cH:13]1)[OH:14].[K+:20].[K+:21].[O:28]=[CH:29][N:30]([CH3:31])[CH3:32].[OH2:15]>>[CH:2]1([C:3](=[O:4])[O:5][CH3:6])[CH:7]([c:8]2[cH:9][cH:10][cH:11][cH:12][cH:13]2)[O:14]1. Starting materials: O=C([O-])[O-], CCOC(C)=O, COC(=O)C(Cl)C(O)c1ccccc1, [K+], [K+], CN(C)C=O, O. The reactants are COc1ccc(C(CCCCCCN2CCc3cc(OC)c(OC)cc3C2)Sc2ccc(C)cc2)cc1O, CCC(C)=O, [H-], [Na+], Cc1ccc(S(=O)(=O)OCCCl)cc1. Yields the product COc1cc2c(cc1OC)CN(CCCCCCC(Sc1ccc(C)cc1)c1ccc(OC)c(OCCCl)c1)CC2. Reaction SMILES: [CH3:1][O:2][c:3]1[cH:4][c:5]2[c:10]([cH:11][c:12]1[O:13][CH3:14])[CH2:9][N:8]([CH2:15][CH2:16][CH2:17][CH2:18][CH2:19][CH2:20][CH:21]([S:22][c:23]1[cH:24][cH:25][c:26]([CH3:29])[cH:27][cH:28]1)[c:30]1[cH:31][cH:32][c:33]([O:37][CH3:38])[c:34]([OH:36])[cH:35]1)[CH2:7][CH2:6]2.[CH3:55][C:56](=[O:57])[CH2:58][CH3:59].[H-:53].[Na+:54].[O:39]([S:40]([c:41]1[cH:42][cH:43][c:44]([CH3:45])[cH:46][cH:47]1)(=[O:48])=[O:49])[CH2:50][CH2:51][Cl:52]>>[CH3:1][O:2][c:3]1[cH:4][c:5]2[c:10]([cH:11][c:12]1[O:13][CH3:14])[CH2:9][N:8]([CH2:15][CH2:16][CH2:17][CH2:18][CH2:19][CH2:20][CH:21]([S:22][c:23]1[cH:24][cH:25][c:26]([CH3:29])[cH:27][cH:28]1)[c:30]1[cH:31][cH:32][c:33]([O:37][CH3:38])[c:34]([O:36][CH2:50][CH2:51][Cl:52])[cH:35]1)[CH2:7][CH2:6]2. Reactants: C1CO1, C1CCOC1, CC(C)[N-]C(C)C, N#Cc1ccc(F)cc1Cl, [Li+]. The product is N#Cc1ccc(F)c(CCO)c1Cl. As a reaction SMILES: [CH2:19]1[CH2:20][O:21]1.[CH2:22]1[O:23][CH2:24][CH2:25][CH2:26]1.[CH3:12][CH:13]([N-:14][CH:15]([CH3:16])[CH3:17])[CH3:18].[Cl:1][c:2]1[c:3]([C:4]#[N:5])[cH:6][cH:7][c:8]([F:10])[cH:9]1.[Li+:11]>>[Cl:1][c:2]1[c:3]([C:4]#[N:5])[cH:6][cH:7][c:8]([F:10])[c:9]1[CH2:19][CH2:20][OH:21].